From a dataset of the Open Reaction Database (ORD), a public repository of structured organic reaction records. describe an organic reaction: reactants, conditions, products, and yield Reactants: N(N)C1=CC=C(C=N1)CO ((6-Hydrazinopyridin-3-yl)methanol), C([O-])(O)=O.[Na+] (sodium bicarbonate), C(C)OC(C(=CN(C)C)N1C=NC(=C1)C(F)(F)F)=O (3-(Dimethylamino)-2-[4-(trifluoromethyl)-1H-imidazol-1-yl]acrylic acid ethyl ester), N(N)C1=CC=C(C=N1)CO ((6-Hydrazinopyridin-3-yl)methanol). Solvent: C(C)(=O)O (acetic acid), C(C)(=O)OCC (ethyl acetate). Reaction conditions: time 16 hour. Yields the product OCC=1C=CC(=NC1)N1NC=C(C1=O)N1C=NC(=C1)C(F)(F)F (2-[5-(Hydroxymethyl)pyridin-2-yl]-4-[4-(trifluoromethyl)-1H-imidazol-1-yl]-1,2-dihydro-3H-pyrazol-3-one). RXN SMILES: C(O[C:4](=[O:19])[C:5]([N:10]1[CH:14]=[C:13]([C:15]([F:18])([F:17])[F:16])[N:12]=[CH:11]1)=[CH:6][N:7](C)C)C.[NH:20]([C:22]1[N:27]=[CH:26][C:25]([CH2:28][OH:29])=[CH:24][CH:23]=1)N.C(=O)(O)[O-].[Na+]>C(O)(=O)C.C(OCC)(=O)C>[OH:29][CH2:28][C:25]1[CH:24]=[CH:23][C:22]([N:20]2[C:4](=[O:19])[C:5]([N:10]3[CH:14]=[C:13]([C:15]([F:16])([F:17])[F:18])[N:12]=[CH:11]3)=[CH:6][NH:7]2)=[N:27][CH:26]=1 |f:2.3|. Procedure details: 1.0 g (3.6 mmol) of the compound from Example 44A and 502 mg (3.6 mmol) of the compound from Example 4A are dissolved in 1 ml glacial acetic acid and the mixture is stirred at RT for 16 h. Thereafter, 200 mg (1.4 mmol) of the compound from Example 4A are again added and the mixture is stirred at RT for a further 20 h. The reaction mixture is taken up in 5 ml ethyl acetate and the mixture is adjusted to pH 7 with dilute aqueous sodium bicarbonate solution. The aqueous phase is concentrated in vac... Reactants: C(C)(=O)NC1=C(C=C(C=C1)SC#N)[N+](=O)[O-] (1-acetamido-2-nitro-4-thiocyanatobenzene), BrC1=NC=CC=C1 (2-bromopyridine), CN(C=O)C (dimethylformamide), [BH4-].[Na+] (sodium borohydride). Run in O (water). Conditions: temperature 110 celsius, time 1 hour. Yields the product NC1=C(C=C(C=C1)SC1=NC=CC=C1)[N+](=O)[O-] (1-amino-2-nitro-4-(pyrid-2-ylthio)benzene). Reaction SMILES: C([NH:4][C:5]1[CH:10]=[CH:9][C:8]([S:11][C:12]#[N:13])=[CH:7][C:6]=1[N+:14]([O-:16])=[O:15])(=O)C.CN(C)C=O.[BH4-].[Na+].BrC1[CH:30]=[CH:29][CH:28]=[CH:27]N=1>O>[NH2:4][C:5]1[CH:10]=[CH:9][C:8]([S:11][C:12]2[CH:30]=[CH:29][CH:28]=[CH:27][N:13]=2)=[CH:7][C:6]=1[N+:14]([O-:16])=[O:15] |f:2.3|. Reported procedure: A solution of 5.85 g. of 1-acetamido-2-nitro-4-thiocyanatobenzene in 20 ml. dimethylformamide is cooled, under nitrogen, to about 0° C. and 1.14 g. of sodium borohydride is added. The exothermic reaction is controlled to less than about 30° C., then the mixture is stirred for one hour at 20°-30° C. 6 Ml. of 2-bromopyridine is added and the mixture warmed slowly to about 110° C. and kept at that temperature for 1 hour. The mixture is cooled, diluted with water, and filtered. The crude product is ...